This data is from the Open Reaction Database (ORD), a public repository of structured organic reaction records. The task is: describe an organic reaction: reactants, conditions, products, and yield The reactants are C(#N)[BH3-].[Na+] (Sodium cyanoborohydride), C=O (formaldehyde), C(C)(C)(C)OC(=O)NC(C(=O)OC)CNCC1=CC(=C(C=C1)Cl)Cl (methyl 2-(tert-butoxycarbonylamino)-3-(3,4-dichlorobenzylamino)propionate), C(O)([O-])=O.[Na+] (sodium hydrogen carbonate). The solvent is C(C)#N (acetonitrile), C(C)(=O)O (acetic acid). Run at time 30 minute. Product: C(C)(C)(C)OC(=O)NC(C(=O)OC)CN(C)CC1=CC(=C(C=C1)Cl)Cl (Methyl 2-(tert-butoxycarbonylamino)-3-(N-methyl-3,4-dichlorobenzylamino)propionate). The yield is 96.7%. As a reaction SMILES: [C:1]([BH3-])#N.[Na+].C=O.[C:7]([O:11][C:12]([NH:14][CH:15]([CH2:20][NH:21][CH2:22][C:23]1[CH:28]=[CH:27][C:26]([Cl:29])=[C:25]([Cl:30])[CH:24]=1)[C:16]([O:18][CH3:19])=[O:17])=[O:13])([CH3:10])([CH3:9])[CH3:8].C(=O)([O-])O.[Na+]>C(#N)C.C(O)(=O)C>[C:7]([O:11][C:12]([NH:14][CH:15]([CH2:20][N:21]([CH2:22][C:23]1[CH:28]=[CH:27][C:26]([Cl:29])=[C:25]([Cl:30])[CH:24]=1)[CH3:1])[C:16]([O:18][CH3:19])=[O:17])=[O:13])([CH3:10])([CH3:8])[CH3:9] |f:0.1,4.5|. Procedure: Sodium cyanoborohydride (121 mg) was added to a solution of formaldehyde (570 mg), methyl 2-(tert-butoxycarbonylamino)-3-(3,4-dichlorobenzylamino)propionate (720 mg) and acetic acid (0.1 ml) in acetonitrile and the mixture was stirred at room temperature for 30 minutes. Aqueous sodium hydrogen carbonate (10 ml) was added and the mixture was extracted with ethyl acetate (3×20 ml). The combined organic fractions were dried (MgSO4) and the solvent was evaporated under reduced pressure to give the t... The reactants are C(CC)(=O)Cl (propionyl chloride), NC1(C(N(C2=CC=C(C=C12)Cl)CC1=C(C=C(C(=O)OC)C=C1)OC)=O)C1=C(C=CC=C1)Cl (Methyl 4-[3-amino-5-chloro-3-(2-chlorophenyl)-2,3-dihydro-2-oxoindol-1-yl]methyl-3-methoxybenzoate). Run in N1=CC=CC=C1 (pyridine). Conditions: time 24 hour. Yields the product ClC=1C=C2C(C(N(C2=CC1)CC1=C(C=C(C(=O)OC)C=C1)OC)=O)(NC(CC)=O)C1=C(C=CC=C1)Cl (Methyl 4-[[5-chloro-3-(2-chlorophenyl)-2,3-dihydro-2-oxo-3-propionamidoindol-1-yl]methyl]-3-methoxybenzoate). The yield is 87.8%. As a reaction SMILES: [C:1](Cl)(=[O:4])[CH2:2][CH3:3].[NH2:6][C:7]1([C:31]2[CH:36]=[CH:35][CH:34]=[CH:33][C:32]=2[Cl:37])[C:15]2[C:10](=[CH:11][CH:12]=[C:13]([Cl:16])[CH:14]=2)[N:9]([CH2:17][C:18]2[CH:27]=[CH:26][C:21]([C:22]([O:24][CH3:25])=[O:23])=[CH:20][C:19]=2[O:28][CH3:29])[C:8]1=[O:30]>N1C=CC=CC=1>[Cl:16][C:13]1[CH:14]=[C:15]2[C:10](=[CH:11][CH:12]=1)[N:9]([CH2:17][C:18]1[CH:27]=[CH:26][C:21]([C:22]([O:24][CH3:25])=[O:23])=[CH:20][C:19]=1[O:28][CH3:29])[C:8](=[O:30])[C:7]2([C:31]1[CH:36]=[CH:35][CH:34]=[CH:33][C:32]=1[Cl:37])[NH:6][C:1](=[O:4])[CH2:2][CH3:3]. Procedure details: 0.52 g of propionyl chloride is added at RT to a solution of 1.323 g of the compound obtained in EXAMPLE 89 in 5 ml of pyridine and the mixture is stirred for 24 hours. It is concentrated under vacuum, the residue is extracted with AcOEt, the organic phase is washed with water and with a saturated solution of NaCl and dried over sodium sulfate and the solvent is evaporated off under vacuum. The residue is chromatographed on silica using a DCM/AcOEt mixture (90/10; v/v) as the eluent to give 1.3 ... Starting materials: [Ba+2], O=C([O-])[O-], CC(C)OC(=O)C1SCC(C)C1=O, CC(C)O, Cl, NO. The product is CC(C)OC(=O)C1SCC(Cl)C1=O. As a reaction SMILES: [Ba+2:21].[C:17](=[O:18])([O-:19])[O-:20].[CH3:1][CH:2]1[C:3](=[O:13])[CH:4]([C:7](=[O:8])[O:9][CH:10]([CH3:11])[CH3:12])[S:5][CH2:6]1.[CH:22]([OH:23])([CH3:24])[CH3:25].[ClH:14].[NH2:15][OH:16]>>[CH:2]1([Cl:14])[C:3](=[O:13])[CH:4]([C:7](=[O:8])[O:9][CH:10]([CH3:11])[CH3:12])[S:5][CH2:6]1.